This data is from the Open Reaction Database (ORD), a public repository of structured organic reaction records. The task is: describe an organic reaction: reactants, conditions, products, and yield Reactants: triacylglycerol, C(C)(=O)O (acetic acid), C(CCCCCCCCC)(=O)O (decanoic acid), C(C)(=O)O (acetic acid). Product: CC(CCCCCCCCC)=O (2-undecanone). RXN SMILES: [C:1]([OH:12])(=O)[CH2:2][CH2:3][CH2:4][CH2:5][CH2:6][CH2:7][CH2:8][CH2:9][CH3:10].[C:13](O)(=O)C>>[CH3:13][C:1](=[O:12])[CH2:2][CH2:3][CH2:4][CH2:5][CH2:6][CH2:7][CH2:8][CH2:9][CH3:10]. Reported procedure: The cross ketonization reaction with the triacylglycerol from Cuphea sp. and acetic acid is demonstrated. The seed oil from Cuphea sp. contains up to 71% decanoic acid and the reaction of this with acetic acid yields the fragrance compound 2-undecanone. Several ketonization catalysts from the literature including CeO2, CeO/Al2O3, CeO/ZrO2, MnOx/Al2O3 were screened and compared with a coprecipitated mixed metal oxide of empirical formula Fe0.5Ce0.2Al0.3Ox (also represented as 50Fe20Ce30AlOx). Eac... Starting materials: BrCCBr, O=C([O-])[O-], CCOC(C)=O, [Cs+], [Cs+], CNC(=O)c1nc(-c2cccc(O)c2)cnc1N, CN(C)C=O. The product is CNC(=O)c1nc(-c2cccc(OCCBr)c2)cnc1N. As a reaction SMILES: [Br:24][CH2:25][CH2:26][Br:27].[C:28](=[O:29])([O-:30])[O-:31].[CH3:34][CH2:35][O:36][C:37](=[O:38])[CH3:39].[Cs+:32].[Cs+:33].[NH2:1][c:2]1[c:3]([C:15](=[O:16])[NH:17][CH3:18])[n:4][c:5](-[c:8]2[cH:9][c:10]([OH:14])[cH:11][cH:12][cH:13]2)[cH:6][n:7]1.[O:19]=[CH:20][N:21]([CH3:22])[CH3:23]>>[NH2:1][c:2]1[c:3]([C:15](=[O:16])[NH:17][CH3:18])[n:4][c:5](-[c:8]2[cH:9][c:10]([O:14][CH2:26][CH2:25][Br:24])[cH:11][cH:12][cH:13]2)[cH:6][n:7]1.